From a dataset of the Open Reaction Database (ORD), a public repository of structured organic reaction records. describe an organic reaction: reactants, conditions, products, and yield Starting materials: O[C@H](CN1C(C2=C(CC1)NC(=C2C)C=O)=O)CN2CCOCC2 ((S)-5-(2-hydroxy-3-morpholin-4-yl-propyl)-3-methyl-4-oxo-4,5,6,7-tetrahydro-1H-pyrrolo[3,2-c]pyridine-2-carbaldehyde), COC1=CC=C(C=C1)C=1C=C2CC(NC2=CC1)=O (5-(4-methoxy-phenyl)-1,3-dihydro-indol-2-one). The product is O[C@H](CN1C(C2=C(CC1)NC(=C2C)\C=C\2/C(NC1=CC=C(C=C21)C2=CC=C(C=C2)OC)=O)=O)CN2CCOCC2 ((S,Z)-5-(2-hydroxy-3-morpholin-4-yl-propyl)-2-[5-(4-methoxy-phenyl)-2-oxo-1,2-dihydro-indol-3-ylidenemethyl]-3-methyl-1,5,6,7-tetrahydro-pyrrolo[3,2-c]pyridin-4-one). Isolated yield 87.2%. As a reaction SMILES: [OH:1][C@@H:2]([CH2:17][N:18]1[CH2:23][CH2:22][O:21][CH2:20][CH2:19]1)[CH2:3][N:4]1[CH2:9][CH2:8][C:7]2[NH:10][C:11]([CH:14]=O)=[C:12]([CH3:13])[C:6]=2[C:5]1=[O:16].[CH3:24][O:25][C:26]1[CH:31]=[CH:30][C:29]([C:32]2[CH:33]=[C:34]3[C:38](=[CH:39][CH:40]=2)[NH:37][C:36](=[O:41])[CH2:35]3)=[CH:28][CH:27]=1>>[OH:1][C@@H:2]([CH2:17][N:18]1[CH2:23][CH2:22][O:21][CH2:20][CH2:19]1)[CH2:3][N:4]1[CH2:9][CH2:8][C:7]2[NH:10][C:11](/[CH:14]=[C:35]3\[C:36](=[O:41])[NH:37][C:38]4[C:34]\3=[CH:33][C:32]([C:29]3[CH:30]=[CH:31][C:26]([O:25][CH3:24])=[CH:27][CH:28]=3)=[CH:40][CH:39]=4)=[C:12]([CH3:13])[C:6]=2[C:5]1=[O:16]. Procedure: The title compound was prepared under the same conditions as described in step 6 of Example 5 with (S)-5-(2-hydroxy-3-morpholin-4-yl-propyl)-3-methyl-4-oxo-4,5,6,7-tetrahydro-1H-pyrrolo[3,2-c]pyridine-2-carbaldehyde 5f obtained from step 5 of Example 5 and 5-(4-methoxy-phenyl)-1,3-dihydro-indol-2-one as starting materials to give (S,Z)-5-(2-hydroxy-3-morpholin-4-yl-propyl)-2-[5-(4-methoxy-phenyl)-2-oxo-1,2-dihydro-indol-3-ylidenemethyl]-3-methyl-1,5,6,7-tetrahydro-pyrrolo[3,2-c]pyridin-4-one 21 ... Reactants: ClC1=CC=NC2=CC=CC=C12 (4-chloroquinoline), C(C)(=O)N (acetamide), C(=O)([O-])[O-].[K+].[K+] (K2CO3). Yields the product NC1=CC=NC2=CC=CC=C12 (4-aminoquinoline). Isolated yield 60.1%. Reaction SMILES: Cl[C:2]1[C:11]2[C:6](=[CH:7][CH:8]=[CH:9][CH:10]=2)[N:5]=[CH:4][CH:3]=1.C([NH2:15])(=O)C.C([O-])([O-])=O.[K+].[K+]>>[NH2:15][C:2]1[C:11]2[C:6](=[CH:7][CH:8]=[CH:9][CH:10]=2)[N:5]=[CH:4][CH:3]=1 |f:2.3.4|. Reported procedure: A mixture of 4-chloroquinoline (486 mg, 3 mmol), acetamide (2.13 g, 36 mmol) and K2CO3 (2.9 g, 21 mmol) was thoroughly vortexed on a mixer and subjected to microwave irradiation at 175° C. for 1 h. The reaction mixture was cooled to room temperature and partitioned between EtOAc and water. The aqueous layer was extracted with EtOAc and the combined organic extracts were washed with water and brine and dried over anhydrous Na2SO4. The solvent was removed in vacuo to yield 4-aminoquinoline as a br... The reactants are organozinc halide, C(CCCC)(=O)Cl (valeroyl chloride), BrCCCCBr (1,4-dibromobutane). The reagents and catalysts are [Zn] (zinc), [Zn] (Zn). Solvent: C1CCOC1 (THF), C1CCOC1 (THF). Conditions: time 8 hour. The product is CCCCC(CCCCC(CCCC)=O)=O (5,10-tetradecandione). Yield: 89.2%. As a reaction SMILES: Br[CH2:2][CH2:3][CH2:4][CH2:5]Br.[C:7](Cl)(=[O:12])[CH2:8][CH2:9][CH2:10][CH3:11]>C1COCC1.[Zn]>[CH3:2][CH2:3][CH2:4][CH2:5][C:7](=[O:12])[CH2:8][CH2:9][CH2:10][CH2:11][C:7](=[O:12])[CH2:8][CH2:9][CH2:10][CH3:11]. Procedure: To the stirring slurry of Zn* in THF was added 1,4-dibromobutane (1.186 g, 5.495 mmol) via disposable syringe. The reaction mixture became slightly warm and stirring was continued for 8 hours. The stirring was then stopped and the excess zinc was allowed to settle for 8 hours. The light brown solution of the bis-organozinc halide reagent was carefully transferred to a solution of CUCN (0.10 g, 1.1 mmol) and dry THF under argon. The resulting solution was stirred for 10 min. and valeroyl chloride...